This data is from the Open Reaction Database (ORD), a public repository of structured organic reaction records. The task is: describe an organic reaction: reactants, conditions, products, and yield The reactants are CCOC(=O)c1nc2c(s1)CCOc1cc(Br)ccc1-2, C1CCOC1, CO, [Na+], [OH-], O. The product is O=C(O)c1nc2c(s1)CCOc1cc(Br)ccc1-2. RXN SMILES: [CH2:1]([CH3:2])[O:3][C:4](=[O:5])[c:6]1[s:7][c:8]2[c:14]([n:15]1)-[c:13]1[c:12]([cH:19][c:18]([Br:20])[cH:17][cH:16]1)[O:11][CH2:10][CH2:9]2.[CH2:26]1[O:27][CH2:28][CH2:29][CH2:30]1.[CH3:21][OH:22].[Na+:25].[OH-:24].[OH2:23]>>[O:3]=[C:4]([OH:5])[c:6]1[s:7][c:8]2[c:14]([n:15]1)-[c:13]1[c:12]([cH:19][c:18]([Br:20])[cH:17][cH:16]1)[O:11][CH2:10][CH2:9]2. Reactants: Cc1ccccc1, CC(=O)C(C(=O)OC(C)(C)C)C(=O)c1ccc(C(F)(F)F)cc1[N+](=O)[O-], Cc1ccc(S(=O)(=O)O)cc1. The product is CC(=O)CC(=O)c1ccc(C(F)(F)F)cc1[N+](=O)[O-]. RXN SMILES: [CH3:38][c:39]1[cH:40][cH:41][cH:42][cH:43][cH:44]1.[N+:1](=[O:2])([O-:3])[c:4]1[c:5]([C:6](=[O:7])[CH:8]([C:9]([O:10][C:11]([CH3:12])([CH3:13])[CH3:14])=[O:15])[C:16]([CH3:17])=[O:18])[cH:19][cH:20][c:21]([C:23]([F:24])([F:25])[F:26])[cH:22]1.[c:27]1([CH3:28])[cH:29][cH:30][c:31]([S:32]([OH:33])(=[O:34])=[O:35])[cH:36][cH:37]1>>[N+:1](=[O:2])([O-:3])[c:4]1[c:5]([C:6](=[O:7])[CH2:8][C:16]([CH3:17])=[O:18])[cH:19][cH:20][c:21]([C:23]([F:24])([F:25])[F:26])[cH:22]1.